This data is from the Open Reaction Database (ORD), a public repository of structured organic reaction records. The task is: describe an organic reaction: reactants, conditions, products, and yield Starting materials: FC=1C=C2C(C(=CN(C2=C(C1N1CCN(CC1)C)F)C1=CC=C(C=C1)O)C(=O)O)=O (6,8-Difluoro-7-(4-methyl-1-piperazinyl)-1-(4-hydroxyphenyl)-1,4-dihydro-4-oxoquinoline-3-carboxylic acid), C(C)(=O)OC(C)=O (acetic anhydride). The solvent is N1=CC=CC=C1 (pyridine). Run at time 16 hour. Product: FC=1C=C2C(C(=CN(C2=C(C1N1CCN(CC1)C)F)C1=CC=C(C=C1)OC(C)=O)C(=O)O)=O (6,8-difluoro-7-(4-methyl-1-piperazinyl)-1-(4-acetyloxyphenyl)-1,4-dihydro-4-oxoquinoline-3-carboxylic acid). RXN SMILES: [F:1][C:2]1[CH:3]=[C:4]2[C:9](=[C:10]([F:19])[C:11]=1[N:12]1[CH2:17][CH2:16][N:15]([CH3:18])[CH2:14][CH2:13]1)[N:8]([C:20]1[CH:25]=[CH:24][C:23]([OH:26])=[CH:22][CH:21]=1)[CH:7]=[C:6]([C:27]([OH:29])=[O:28])[C:5]2=[O:30].[C:31](OC(=O)C)(=[O:33])[CH3:32]>N1C=CC=CC=1>[F:1][C:2]1[CH:3]=[C:4]2[C:9](=[C:10]([F:19])[C:11]=1[N:12]1[CH2:17][CH2:16][N:15]([CH3:18])[CH2:14][CH2:13]1)[N:8]([C:20]1[CH:21]=[CH:22][C:23]([O:26][C:31](=[O:33])[CH3:32])=[CH:24][CH:25]=1)[CH:7]=[C:6]([C:27]([OH:29])=[O:28])[C:5]2=[O:30]. Reported procedure: 6,8-Difluoro-7-(4-methyl-1-piperazinyl)-1-(4-hydroxyphenyl)-1,4-dihydro-4-oxoquinoline-3-carboxylic acid (0.14 g) is dissolved in dry pyridine (5 ml) and acetic anhydride (5 ml), and the mixture is allowed to stand at room temperature for 16 hours. Excess acetic anhydride and pyridine are distilled off under reduced pressure, and the resulting residue is dissolved in dichloromethane. The dichloromethane solution is washed with diluted hydrochloric acid, saturated aqueous sodium chloride, saturat... The yield is 41.5%. The reagents and catalysts are [Fe] (iron). RXN SMILES: Cl.[Cl:2][C:3]1[C:8]([Cl:9])=[C:7]([F:10])[C:6]([F:11])=[CH:5][C:4]=1[N+:12]([O-])=O.C1C=CC=CC=1>O.C(O)C.[Fe]>[Cl:2][C:3]1[C:8]([Cl:9])=[C:7]([F:10])[C:6]([F:11])=[CH:5][C:4]=1[NH2:12]. Run in O (water), C(C)O (ethanol), C(C)O (ethanol). The product is ClC1=C(N)C=C(C(=C1Cl)F)F (2,3-Dichloro-4,5-difluoroaniline). Starting materials: Cl (hydrochloric acid), C1=CC=CC=C1 (benzene), ClC1=C(C=C(C(=C1Cl)F)F)[N+](=O)[O-] (2,3-dichloro-4,5-difluoronitrobenzene). Procedure: To a suspension of iron powder (1.9 g) in water (3 ml), with vigorous stirring at 50° to 60 ° C., was added concentrated hydrochloric acid (0.4 ml) slowly. After mixed with ethanol (7 ml), 2,3-dichloro-4,5-difluoronitrobenzene (2.47 g) in ethanol (3 ml) was added dropwise to the suspension at 54° to 66° C. during 20 minutes. After stirring for 4 hours at the same temperature, the hot reaction mixture mixed with benzene was filtered and the insoluble materials were washed with hot ethanol (5 ml) ... The reactants are O=C(O)c1ccc(O)c(O)c1, CNC(=O)CCC(C(=O)NCc1ccc(O)c(O)c1)N(C(=O)OCC1c2ccccc2-c2ccccc21)C(c1ccccc1)(c1ccccc1)c1ccccc1. Product: CNC(=O)CCC(C(=O)NCc1ccc(O)c(O)c1)N(C(=O)c1ccc(O)c(O)c1)C(c1ccccc1)(c1ccccc1)c1ccccc1. RXN SMILES: [OH:57][C:58](=[O:59])[c:60]1[cH:61][cH:62][c:63]([OH:64])[c:65]([OH:66])[cH:67]1.[cH:1]1[c:2]2[c:14]([cH:15][cH:16][cH:17]1)-[c:9]1[c:8]([cH:13][cH:12][cH:11][cH:10]1)[CH:3]2[CH2:4][O:5][C:6](=[O:7])[N:18]([CH:19]([CH2:20][CH2:21][C:22]([NH:23][CH3:24])=[O:25])[C:26](=[O:27])[NH:28][CH2:29][c:30]1[cH:31][c:32]([OH:37])[c:33]([OH:36])[cH:34][cH:35]1)[C:38]([c:39]1[cH:40][cH:41][cH:42][cH:43][cH:44]1)([c:45]1[cH:46][cH:47][cH:48][cH:49][cH:50]1)[c:51]1[cH:52][cH:53][cH:54][cH:55][cH:56]1>>[N:18]([CH:19]([CH2:20][CH2:21][C:22]([NH:23][CH3:24])=[O:25])[C:26](=[O:27])[NH:28][CH2:29][c:30]1[cH:31][c:32]([OH:37])[c:33]([OH:36])[cH:34][cH:35]1)([C:38]([c:39]1[cH:40][cH:41][cH:42][cH:43][cH:44]1)([c:45]1[cH:46][cH:47][cH:48][cH:49][cH:50]1)[c:51]1[cH:52][cH:53][cH:54][cH:55][cH:56]1)[C:58](=[O:59])[c:60]1[cH:61][cH:62][c:63]([OH:64])[c:65]([OH:66])[cH:67]1. Starting materials: BrC=1N=CN(C1)C1=CC=C(C=C1)F (4-Bromo-1-(4-fluorophenyl)imidazole), CC1(OB(OC1(C)C)C=1C=CC2=C(C[C@H]3CC[C@@H](C2)[C@@]32NS(N(C2)CC(F)(F)F)(=O)=O)C1)C ([6S,9R,11R]2′,3′,4′,5,5′,6,7,8,9,10-Decahydro-2-(4,4,5,5-tetramethyl-[1,3,2]-dioxaborolan-2-yl)-5′-(2,2,2-trifluoroethyl)spiro[6,9-methanobenzocyclooctene-11,3′-[1,2,5]thiadiazole]1′,1′-dioxide), C([O-])([O-])=O.[Cs+].[Cs+] (cesium carbonate). The reagents and catalysts are [Pd].C1(=CC=CC=C1)P(C1=CC=CC=C1)C1=CC=CC=C1.C1(=CC=CC=C1)P(C1=CC=CC=C1)C1=CC=CC=C1.C1(=CC=CC=C1)P(C1=CC=CC=C1)C1=CC=CC=C1.C1(=CC=CC=C1)P(C1=CC=CC=C1)C1=CC=CC=C1 (tetrakis(triphenylphosphine) palladium (0)). Run in CN(C=O)C (N,N-dimethylformamide), O (water), C(C)(=O)OCC (ethyl acetate). Reaction conditions: temperature 100 celsius. Product: FC1=CC=C(C=C1)N1C=NC(=C1)C=1C=CC2=C(C[C@H]3CC[C@@H](C2)[C@@]32NS(N(C2)CC(F)(F)F)(=O)=O)C1 ([6S,9R,11R]2′,3′,4′,5,5′,6,7,8,9,10-Decahydro-2-(1-(4-fluorophenyl)-imidazol-4-yl)-5′-(2,2,2-trifluoroethyl)-spiro[6,9-methanobenzocyclooctene-11,3′-[1,2,5]thiadiazole]1′,1′-dioxide). The yield is 11.9%. Reaction SMILES: Br[C:2]1[N:3]=[CH:4][N:5]([C:7]2[CH:12]=[CH:11][C:10]([F:13])=[CH:9][CH:8]=2)[CH:6]=1.CC1(C)C(C)(C)OB([C:22]2[CH:23]=[CH:24][C:25]3[CH2:32][C@H:31]4[C@:33]5([CH2:37][N:36]([CH2:38][C:39]([F:42])([F:41])[F:40])[S:35](=[O:44])(=[O:43])[NH:34]5)[C@H:28]([CH2:29][CH2:30]4)[CH2:27][C:26]=3[CH:45]=2)O1.C(=O)([O-])[O-].[Cs+].[Cs+]>CN(C)C=O.O.C(OCC)(=O)C.[Pd].C1(P(C2C=CC=CC=2)C2C=CC=CC=2)C=CC=CC=1.C1(P(C2C=CC=CC=2)C2C=CC=CC=2)C=CC=CC=1.C1(P(C2C=CC=CC=2)C2C=CC=CC=2)C=CC=CC=1.C1(P(C2C=CC=CC=2)C2C=CC=CC=2)C=CC=CC=1>[F:13][C:10]1[CH:11]=[CH:12][C:7]([N:5]2[CH:6]=[C:2]([C:22]3[CH:23]=[CH:24][C:25]4[CH2:32][C@H:31]5[C@:33]6([CH2:37][N:36]([CH2:38][C:39]([F:42])([F:41])[F:40])[S:35](=[O:43])(=[O:44])[NH:34]6)[C@H:28]([CH2:29][CH2:30]5)[CH2:27][C:26]=4[CH:45]=3)[N:3]=[CH:4]2)=[CH:8][CH:9]=1 |f:2.3.4,8.9.10.11.12|. Procedure details: To a degassed solution of 4-bromo-1-(4-fluorophenyl)imidazole from Step 1 (50 mg, 0.21 mmol) and the homochiral boronate from Example 24 Step 1 (100 mg. 0.21 mmol) in N,N-dimethylformamide (3 mL) and water (1 mL) was added cesium carbonate (67 mg, 0.21 mmol) followed by tetrakis(triphenylphosphine) palladium (0) (24 mg, 0.02 mmol). The reaction was heated at 100° C. for 19 hours. The cooled reaction mixture was diluted with ethyl acetate. The organic layer was washed with water (×3) and brine, d... Reported procedure: The title compound was prepared in analogy to example 2 step B from a mixture of (5SR,6RS)-6-hydroxy-2-(4-trifluoromethoxy-phenyl)-2,8-diaza-spiro[4.5]decan-1-one (described in example 2 step A) and 2-trifluoromethoxy-benzenesulfonyl chloride. Colourless solid. MS (ESI): 555.2 (MH+) Yields the product OC1C2(CCN(C2=O)C2=CC=C(C=C2)OC(F)(F)F)CCN(C1)S(=O)(=O)C1=C(C=CC=C1)OC(F)(F)F ((5RS,6RS)-6-Hydroxy-8-(2-trifluoromethoxy-benzenesulfonyl)-2-(4-trifluoromethoxy-phenyl)-2,8-diaza-spiro[4.5]decan-1-one). Reaction SMILES: [OH:1][CH:2]1[CH2:23][NH:22][CH2:21][CH2:20][C:3]21[C:7](=[O:8])[N:6]([C:9]1[CH:14]=[CH:13][C:12]([O:15][C:16]([F:19])([F:18])[F:17])=[CH:11][CH:10]=1)[CH2:5][CH2:4]2.[F:24][C:25]([F:38])([F:37])[O:26][C:27]1[CH:32]=[CH:31][CH:30]=[CH:29][C:28]=1[S:33](Cl)(=[O:35])=[O:34]>>[OH:1][CH:2]1[CH2:23][N:22]([S:33]([C:28]2[CH:29]=[CH:30][CH:31]=[CH:32][C:27]=2[O:26][C:25]([F:24])([F:37])[F:38])(=[O:35])=[O:34])[CH2:21][CH2:20][C:3]21[C:7](=[O:8])[N:6]([C:9]1[CH:14]=[CH:13][C:12]([O:15][C:16]([F:19])([F:17])[F:18])=[CH:11][CH:10]=1)[CH2:5][CH2:4]2. Reactants: OC1C2(CCN(C2=O)C2=CC=C(C=C2)OC(F)(F)F)CCNC1 ((5SR,6RS)-6-hydroxy-2-(4-trifluoromethoxy-phenyl)-2,8-diaza-spiro[4.5]decan-1-one), FC(OC1=C(C=CC=C1)S(=O)(=O)Cl)(F)F (2-trifluoromethoxy-benzenesulfonyl chloride). Starting materials: CO, [H][H], C(=CC1CCN(c2ccccc2)CC1)c1cn(C(c2ccccc2)(c2ccccc2)c2ccccc2)cn1. Product: c1ccc(N2CCC(CCc3cn(C(c4ccccc4)(c4ccccc4)c4ccccc4)cn3)CC2)cc1. Reaction SMILES: [CH3:39][OH:40].[H:41][H:42].[c:1]1([C:7]([n:8]2[cH:9][n:10][c:11]([CH:13]=[CH:14][CH:15]3[CH2:16][CH2:17][N:18]([c:21]4[cH:22][cH:23][cH:24][cH:25][cH:26]4)[CH2:19][CH2:20]3)[cH:12]2)([c:27]2[cH:28][cH:29][cH:30][cH:31][cH:32]2)[c:33]2[cH:34][cH:35][cH:36][cH:37][cH:38]2)[cH:2][cH:3][cH:4][cH:5][cH:6]1>>[c:1]1([C:7]([n:8]2[cH:9][n:10][c:11]([CH2:13][CH2:14][CH:15]3[CH2:16][CH2:17][N:18]([c:21]4[cH:22][cH:23][cH:24][cH:25][cH:26]4)[CH2:19][CH2:20]3)[cH:12]2)([c:27]2[cH:28][cH:29][cH:30][cH:31][cH:32]2)[c:33]2[cH:34][cH:35][cH:36][cH:37][cH:38]2)[cH:2][cH:3][cH:4][cH:5][cH:6]1. The reactants are C#CCCCCC (1-heptyne), C1(=CC=C(C=C1)S(=O)(=O)OCC#C)C (propargyl p-toluenesulfonate). The reagents and catalysts are Cl[Cu] (CuCl). The solvent is O (water). Reaction conditions: time 15 minute. The product is C#CCC#CCCCCC (deca-1,4-diyne). As a reaction SMILES: [CH:1]#[C:2][CH2:3][CH2:4][CH2:5][CH2:6][CH3:7].[C:8]1(C)[CH:13]=CC(S(OCC#C)(=O)=O)=C[CH:9]=1>Cl[Cu].O>[CH:1]#[C:2][CH2:3][C:4]#[C:5][CH2:6][CH2:7][CH2:9][CH2:8][CH3:13]. Procedure details: Into a 1 l vessel, there were charged 19.2 g of magnesium chips (0.8 mole) into 550 ml of tetrahydrofuran (THF) under nitrogen. To this mixture, there were added dropwise 84 g (0.77 mole) of ethyl bromide so as to maintain the THF in reflux. Once the ethyl magnesium bromide had been formed, 62.4 g (0.65 mole) of 1-heptyne were added dropwise at 10°, over 10 min, and the mixture was heated to 60° for 45 min. After cooling to 10°, 1.93 g (19.5 mmole) of CuCl were added thereto and the mixture was ... Starting materials: COc1ccc(CC(=O)O)c(Cc2ccccc2)c1, COc1ccc(CC(=O)O)c(Cc2cccc(F)c2)c1. Yields the product COc1ccc2c(c1)Cc1cc(F)ccc1C(=O)C2. Reaction SMILES: [CH2:21]([c:22]1[cH:23][c:24]([O:25][CH3:26])[cH:27][cH:28][c:29]1[CH2:30][C:31]([OH:32])=[O:33])[c:34]1[cH:35][cH:36][cH:37][cH:38][cH:39]1.[F:1][c:2]1[cH:3][c:4]([CH2:5][c:6]2[c:7]([CH2:14][C:15](=[O:16])[OH:17])[cH:8][cH:9][c:10]([O:12][CH3:13])[cH:11]2)[cH:18][cH:19][cH:20]1>>[F:1][c:2]1[cH:3][c:4]2[c:18]([cH:19][cH:20]1)[C:15](=[O:17])[CH2:14][c:7]1[c:6]([cH:11][c:10]([O:12][CH3:13])[cH:9][cH:8]1)[CH2:5]2. Starting materials: Intermediate 23, ClC=1SC2=C(N1)C=CC(=C2)Cl (2,6-dichloro-benzothiazole), C(C)(C)(C)OC(=O)N1CC2CNCC2C1 (hexahydro-pyrrolo[3,4-c]pyrrole-2-carboxylic acid tert-butyl ester). As a reaction SMILES: Cl[C:2]1[S:3][C:4]2[CH:10]=[C:9]([Cl:11])[CH:8]=[CH:7][C:5]=2[N:6]=1.C(OC([N:19]1[CH2:26][CH:25]2[CH:21]([CH2:22][NH:23][CH2:24]2)[CH2:20]1)=O)(C)(C)C>>[Cl:11][C:9]1[CH:8]=[CH:7][C:5]2[N:6]=[C:2]([N:19]3[CH2:26][CH:25]4[CH:21]([CH2:22][NH:23][CH2:24]4)[CH2:20]3)[S:3][C:4]=2[CH:10]=1. Product: ClC1=CC2=C(N=C(S2)N2CC3CNCC3C2)C=C1 (6-Chloro-2-(hexahydro-pyrrolo[3,4-c]pyrrol-2-yl)-benzothiazole). Procedure: The title compound was prepared in a manner analogous to Intermediate 23 utilizing 2,6-dichloro-benzothiazole and hexahydro-pyrrolo[3,4-c]pyrrole-2-carboxylic acid tert-butyl ester as starting materials.